This data is from the Open Reaction Database (ORD), a public repository of structured organic reaction records. The task is: describe an organic reaction: reactants, conditions, products, and yield The reactants are CO, COC(=O)c1cc2ccc([N+](=O)[O-])cc2[nH]1, [Na+], [OH-]. RXN SMILES: [CH3:19][OH:20].[CH3:1][O:2][C:3](=[O:4])[c:5]1[nH:6][c:7]2[cH:8][c:9]([N+:14](=[O:15])[O-:16])[cH:10][cH:11][c:12]2[cH:13]1.[Na+:18].[OH-:17]>>[O:2]=[C:3]([OH:4])[c:5]1[nH:6][c:7]2[cH:8][c:9]([N+:14](=[O:15])[O-:16])[cH:10][cH:11][c:12]2[cH:13]1. The product is O=C(O)c1cc2ccc([N+](=O)[O-])cc2[nH]1. The product is Cl.COC(\C=C\C1=CC=C(C=C1)CNCCC1=C(NC2=CC=CC=C12)C)=O (3-(4-{[2-(2-methyl-1H-indol-3-yl)-ethylamino]-methyl}-phenyl)-(2E)-2-propenoic acid methyl ester hydrochloride). Procedure details: A suspension of LiAlH4 (17 g, 445 mmol) in dry THF (1000 mL) is cooled to 0° C. and 2-methylindole-3-glyoxylamide (30 g, 148 mmol) is added in portions over 30 minutes. The mixture is stirred at room temperature for 30 minutes and then maintained at reflux for 3 hours. The reaction is cooled to 0° C. and treated with H2O (17 ml), 15% NaOH (aq., 17 ml) and H2O (51 ml). The mixture is treated with MgSO4, filtered and the filtrate evaporated to give 2-methyltryptamine which is dissolved in MeOH. Me... Run in CO (MeOH). Reaction SMILES: [CH3:1][O:2][C:3](=[O:26])/[CH:4]=[CH:5]/[C:6]1[CH:11]=[CH:10][C:9]([CH2:12][NH:13][CH2:14][CH2:15][C:16]2[C:24]3[C:19](=[CH:20][CH:21]=[CH:22][CH:23]=3)[NH:18][C:17]=2[CH3:25])=[CH:8][CH:7]=1.[ClH:27].O1CCOCC1.CCOCC>CO>[ClH:27].[CH3:1][O:2][C:3](=[O:26])/[CH:4]=[CH:5]/[C:6]1[CH:11]=[CH:10][C:9]([CH2:12][NH:13][CH2:14][CH2:15][C:16]2[C:24]3[C:19](=[CH:20][CH:21]=[CH:22][CH:23]=3)[NH:18][C:17]=2[CH3:25])=[CH:8][CH:7]=1 |f:1.2,5.6|. Reactants: Cl.O1CCOCC1 (HCl dioxane), COC(\C=C\C1=CC=C(C=C1)CNCCC1=C(NC2=CC=CC=C12)C)=O (3-(4-{[2-(2-methyl-1H-indol-3-yl)-ethylamino]-methyl}-phenyl)-(2E)-2-propenoic acid methyl ester), CCOCC (Et2O). Starting materials: NC1=C(C(=O)NC2=CC=C(C=C2)S(=O)(=O)N2CCSCC2)C=C(C=C1)Cl (2-amino-5-chloro-N-(4-(thiomorpholine-4-sulfonyl)-phenyl)-benzamide), ClC1=C(C(=NN1C)C)S(=O)(=O)Cl (5-chloro-1,3-dimethyl-1H-pyrazole-4-sulfonyl chloride). Solvent: N1=CC=CC=C1 (pyridine), N1=CC=CC=C1 (pyridine). The product is ClC=1C=CC(=C(C(=O)NC2=CC=C(C=C2)S(=O)(=O)N2CCSCC2)C1)NS(=O)(=O)C=1C(=NN(C1Cl)C)C (5-Chloro-2-(5-chloro-1,3-dimethyl-1H-pyrazole-4-sulfonyl-amino)-N-(4-(thiomorpholine-4-sulfonyl)-phenyl)-benzamide). Reaction SMILES: [NH2:1][C:2]1[CH:25]=[CH:24][C:23]([Cl:26])=[CH:22][C:3]=1[C:4]([NH:6][C:7]1[CH:12]=[CH:11][C:10]([S:13]([N:16]2[CH2:21][CH2:20][S:19][CH2:18][CH2:17]2)(=[O:15])=[O:14])=[CH:9][CH:8]=1)=[O:5].[Cl:27][C:28]1[N:32]([CH3:33])[N:31]=[C:30]([CH3:34])[C:29]=1[S:35](Cl)(=[O:37])=[O:36]>N1C=CC=CC=1>[Cl:26][C:23]1[CH:24]=[CH:25][C:2]([NH:1][S:35]([C:29]2[C:30]([CH3:34])=[N:31][N:32]([CH3:33])[C:28]=2[Cl:27])(=[O:36])=[O:37])=[C:3]([CH:22]=1)[C:4]([NH:6][C:7]1[CH:8]=[CH:9][C:10]([S:13]([N:16]2[CH2:21][CH2:20][S:19][CH2:18][CH2:17]2)(=[O:15])=[O:14])=[CH:11][CH:12]=1)=[O:5]. Procedure details: 250 mg (0.60 mmol) of 2-amino-5-chloro-N-(4-(thiomorpholine-4-sulfonyl)-phenyl)-benzamide were dissolved in 10 ml of dry pyridine, and a solution of 195 mg (0.85 mmol) 5-chloro-1,3-dimethyl-1H-pyrazole-4-sulfonyl chloride in 5 ml of pyridine was added dropwise at 0° C. After 2 h the mixture was poured onto ice, the precipitated solid was filtered off with suction and purified by chromatography over silica with methylene chloride/methanol (98:2). 250 mg (69%) of the title compound having a meltin... Reactants: O (water), OC=1C=C(C=CC1[N+](=O)[O-])C (3-hydroxy-4-nitrotoluene), C([O-])([O-])=O.[K+].[K+] (potassium carbonate), C(C1=CC=CC=C1)Cl (benzyl chloride). Run in CN(C=O)C (dimethylformamide). The product is C(C1=CC=CC=C1)OC=1C=C(C=CC1[N+](=O)[O-])C (3-benzyloxy-4-nitrotoluene). As a reaction SMILES: [OH:1][C:2]1[CH:3]=[C:4]([CH3:11])[CH:5]=[CH:6][C:7]=1[N+:8]([O-:10])=[O:9].C(=O)([O-])[O-].[K+].[K+].[CH2:18](Cl)[C:19]1[CH:24]=[CH:23][CH:22]=[CH:21][CH:20]=1.O>CN(C)C=O>[CH2:18]([O:1][C:2]1[CH:3]=[C:4]([CH3:11])[CH:5]=[CH:6][C:7]=1[N+:8]([O-:10])=[O:9])[C:19]1[CH:24]=[CH:23][CH:22]=[CH:21][CH:20]=1 |f:1.2.3|. Reported procedure: 61.2 g of 3-hydroxy-4-nitrotoluene, 66.3 g of potassium carbonate, and 54.7 ml of benzyl chloride are heated in 800 ml of dimethylformamide to 100° C. for 1.5 hours; after cooling, the mixture is poured into water, and the thus-precipitated material is recrystallized from ethanol, yielding 82.0 g of 3-benzyloxy-4-nitrotoluene, mp 49°-51° C. Conditions: temperature -20 celsius. RXN SMILES: [OH:1]O.[CH3:3][CH2:4][CH2:5][CH2:6][CH2:7][C@H:8]([OH:26])/[CH:9]=[CH:10]/[C@@H:11]1[C@@H:16]([CH2:17]/[CH:18]=[CH:19]\[CH2:20][CH2:21][CH2:22][C:23]([OH:25])=[O:24])[C:14](=[O:15])[CH:13]=[CH:12]1.[OH-].[Na+].Cl>CO>[CH3:3][CH2:4][CH2:5][CH2:6][CH2:7][C@H:8]([OH:26])/[CH:9]=[CH:10]/[C@@H:11]1[C@@H:16]([CH2:17]/[CH:18]=[CH:19]\[CH2:20][CH2:21][CH2:22][C:23]([OH:25])=[O:24])[C:14](=[O:15])[CH2:13][C@H:12]1[OH:1].[CH3:3][CH2:4][CH2:5][CH2:6][CH2:7][C@H:8]([OH:26])/[CH:9]=[CH:10]/[C@@H:11]1[C@@H:16]([CH2:17]/[CH:18]=[CH:19]\[CH2:20][CH2:21][CH2:22][C:23]([OH:25])=[O:24])[C:14](=[O:15])[CH2:13][C@@H:12]1[OH:1] |f:2.3|. Yields the product CCCCC[C@@H](/C=C/[C@H]1[C@@H](CC(=O)[C@@H]1C/C=C\CCCC(=O)O)O)O (PGE2), CCCCC[C@@H](/C=C/[C@H]1[C@H](CC(=O)[C@@H]1C/C=C\CCCC(=O)O)O)O (11β-PGE2). The reactants are [OH-].[Na+] (sodium hydroxide), OO (Hydrogen peroxide), CCCCC[C@@H](/C=C/[C@H]1C=CC(=O)[C@@H]1C/C=C\CCCC(=O)O)O (PGA2), Cl (hydrochloric acid). Solvent: CO (methanol). Procedure details: Hydrogen peroxide (0.35 ml.; 30% aqueous) is added to a solution of PGA2 (200 mg.) in 5 ml. of methanol. The mixture is cooled to -20°C., and 0.75 ml. of one N aqueous sodium hydroxide solution is slowly added with stirring. After one hour of stirring at -20°C., 1 ml. of one N hydrochloric acid is added, and the mixture is evaporated under reduced pressure. The residue is dissolved in ethyl acetate, and the resulting solution is washed successively with water and brine, dried with anhydrous sodi... The product is C1(=CC=CC=C1)C(NCCSC(=O)N1[C@@H](CCC1)C(=O)O)(C1=CC=CC=C1)C1=CC=CC=C1 (N-triphenylmethyl-2-[(S)-2-carboxypyrrolidino)carbonylthioethylamine). The reactants are C1(=CC=CC=C1)C(NCCSC(=O)OC1=CC=C(C=C1)[N+](=O)[O-])(C1=CC=CC=C1)C1=CC=CC=C1 (N-triphenylmethyl-2-paranitrophenoxycarbonylthioethylamine), N1[C@H](C(=O)O)CCC1 (L-proline). Yield: 50.0%. Reaction SMILES: [C:1]1([C:7]([C:30]2[CH:35]=[CH:34][CH:33]=[CH:32][CH:31]=2)([C:24]2[CH:29]=[CH:28][CH:27]=[CH:26][CH:25]=2)[NH:8][CH2:9][CH2:10][S:11][C:12]([O:14]C2C=CC([N+]([O-])=O)=CC=2)=O)[CH:6]=[CH:5][CH:4]=[CH:3][CH:2]=1.[NH:36]1[CH2:43][CH2:42][CH2:41][C@H:37]1[C:38]([OH:40])=[O:39]>>[C:24]1([C:7]([C:1]2[CH:2]=[CH:3][CH:4]=[CH:5][CH:6]=2)([C:30]2[CH:35]=[CH:34][CH:33]=[CH:32][CH:31]=2)[NH:8][CH2:9][CH2:10][S:11][C:12]([N:36]2[CH2:43][CH2:42][CH2:41][C@H:37]2[C:38]([OH:40])=[O:39])=[O:14])[CH:29]=[CH:28][CH:27]=[CH:26][CH:25]=1. Reported procedure: N-triphenylmethyl-2-paranitrophenoxycarbonylthioethylamine (1.0 g) and L-proline (713 mg) were subjected to a similar reaction described in Reference 2 to give N-triphenylmethyl-2-[(S)-2-carboxypyrrolidino)carbonylthioethylamine (475 mg) which was then dissolved in a mixture of anhydrous dimethylformamide (1.5 ml) and anhydrous acetonitrile (4 ml). After addition of dicyclohexylcarbodiimide (256 mg) and 4-aminohenol (256 mg), the reaction solution was stirred at room temperature for 5 hours and ... Starting materials: BrC=1C=CC(=C(C1)OC)[N+](=O)[O-] (5-bromo-2-nitroanisole), BrC1=C2C=CNC2=C(C=C1)OC (4-bromo-7-methoxyindole). Product: BrC=1C=C2C=CNC2=C(C1)OC (5-Bromo-7-methoxyindole). RXN SMILES: [Br:1][C:2]1[CH:3]=[CH:4][C:5]([N+:10]([O-])=O)=[C:6]([O:8][CH3:9])[CH:7]=1.Br[C:14]1C=CC(OC)=C2[C:15]=1C=CN2>>[Br:1][C:2]1[CH:3]=[C:4]2[C:5](=[C:6]([O:8][CH3:9])[CH:7]=1)[NH:10][CH:15]=[CH:14]2. Procedure: 5-Bromo-7-methoxyindole CV was prepared from 5-bromo-2-nitroanisole using the procedure described above for preparation of 4-bromo-7-methoxyindole LII (Example 13).